Dataset: the Open Reaction Database (ORD), a public repository of structured organic reaction records. Task: describe an organic reaction: reactants, conditions, products, and yield The product is CCCCNc1nc(N)nc(-c2ccco2)c1C#N. Reactants: CCCCN, COCCOC, CS(=O)(=O)c1nc(N)nc(-c2ccco2)c1C#N. Reaction SMILES: [CH2:19]([CH2:20][CH2:21][CH3:22])[NH2:23].[CH3:24][O:25][CH2:26][CH2:27][O:28][CH3:29].[NH2:1][c:2]1[n:3][c:4]([S:15]([CH3:16])(=[O:17])=[O:18])[c:5]([C:13]#[N:14])[c:6](-[c:8]2[o:9][cH:10][cH:11][cH:12]2)[n:7]1>>[NH2:1][c:2]1[n:3][c:4]([NH:23][CH2:19][CH2:20][CH2:21][CH3:22])[c:5]([C:13]#[N:14])[c:6](-[c:8]2[o:9][cH:10][cH:11][cH:12]2)[n:7]1.